This data is from the Open Reaction Database (ORD), a public repository of structured organic reaction records. The task is: describe an organic reaction: reactants, conditions, products, and yield Run at time 6 hour. Procedure: To a mixture of 2,7-dibromo-3,6-di-t-butylfluorene (0.96 g, 2.20 mmol) and Pd(PPh3)4 (260 mg, 0.22 mmol) in toluene (50 ml) was added a solution of phenylboronic acid (0.81 g, 6.63 mmol) in EtOH (10 ml) and a solution of Na2CO3 (1.5 g) in water (10 ml). The reaction mixture was stirred for 6 hours under reflux. The reaction mixture was quenched with water, extracted with ether, dried over MgSO4, and evaporated under vacuum to produce a residue which was purified by column chromatography (silica ... The product is C1(=CC=CC=C1)C1=CC=2CC3=CC(=C(C=C3C2C=C1C(C)(C)C)C(C)(C)C)C1=CC=CC=C1 (2,7-diphenyl-3,6-di-t-butyl-fluorene). Run in CCO (EtOH), C1(=CC=CC=C1)C (toluene), O (water). Reaction SMILES: Br[C:2]1[C:14]([C:15]([CH3:18])([CH3:17])[CH3:16])=[CH:13][C:12]2[C:11]3[C:6](=[CH:7][C:8](Br)=[C:9]([C:19]([CH3:22])([CH3:21])[CH3:20])[CH:10]=3)[CH2:5][C:4]=2[CH:3]=1.[C:24]1(B(O)O)[CH:29]=[CH:28][CH:27]=[CH:26][CH:25]=1.C([O-])([O-])=O.[Na+].[Na+]>C1(C)C=CC=CC=1.CCO.O.C1C=CC([P]([Pd]([P](C2C=CC=CC=2)(C2C=CC=CC=2)C2C=CC=CC=2)([P](C2C=CC=CC=2)(C2C=CC=CC=2)C2C=CC=CC=2)[P](C2C=CC=CC=2)(C2C=CC=CC=2)C2C=CC=CC=2)(C2C=CC=CC=2)C2C=CC=CC=2)=CC=1>[C:24]1([C:2]2[C:14]([C:15]([CH3:17])([CH3:18])[CH3:16])=[CH:13][C:12]3[C:11]4[C:6](=[CH:7][C:8]([C:2]5[CH:14]=[CH:13][CH:12]=[CH:4][CH:3]=5)=[C:9]([C:19]([CH3:20])([CH3:22])[CH3:21])[CH:10]=4)[CH2:5][C:4]=3[CH:3]=2)[CH:29]=[CH:28][CH:27]=[CH:26][CH:25]=1 |f:2.3.4,^1:53,55,74,93|. The yield is 179.4%. Starting materials: C1(=CC=CC=C1)B(O)O (phenylboronic acid), BrC1=CC=2CC3=CC(=C(C=C3C2C=C1C(C)(C)C)C(C)(C)C)Br (2,7-dibromo-3,6-di-t-butylfluorene), C(=O)([O-])[O-].[Na+].[Na+] (Na2CO3). The reagents and catalysts are C=1C=CC(=CC1)[P](C=2C=CC=CC2)(C=3C=CC=CC3)[Pd]([P](C=4C=CC=CC4)(C=5C=CC=CC5)C=6C=CC=CC6)([P](C=7C=CC=CC7)(C=8C=CC=CC8)C=9C=CC=CC9)[P](C=1C=CC=CC1)(C=1C=CC=CC1)C=1C=CC=CC1 (Pd(PPh3)4).